From a dataset of the Open Reaction Database (ORD), a public repository of structured organic reaction records. describe an organic reaction: reactants, conditions, products, and yield Starting materials: C(C1=CC=CC=C1)OC(=O)N[C@@H]1C(N(CC1)[C@@H]1[C@@H](C[C@@H](CC1)NC(OC(C)(C)C)=O)CS(=O)(=O)C(C)(C)C)=O (tert-Butyl (1R,3R,4S)-4-((S)-3-benzyloxycarbonylamino-2-oxopyrrolidin-1-yl)-3-(tert-butylsulfonylmethyl)cyclohexylcarbamate), C(Cl)Cl (CH2Cl2), FC(C(=O)O)(F)F (trifluoroacetic acid). Run at time 1 hour. Product: C(C)(C)(C)S(=O)(=O)C[C@H]1[C@H](CC[C@H](C1)N(C)C(C)C)N1C([C@H](CC1)NC(OCC1=CC=CC=C1)=O)=O (benzyl (S)-1-((1S,2R,4R)-2-(tert-butylsulfonylmethyl)-4-(isopropyl(methyl)amino)cyclohexyl)-2-oxopyrrolidin-3-ylcarbamate). RXN SMILES: [CH2:1]([O:8][C:9]([NH:11][C@H:12]1[CH2:16][CH2:15][N:14]([C@H:17]2[CH2:22][CH2:21][C@@H:20]([NH:23][C:24](=O)OC(C)(C)C)[CH2:19][C@H:18]2[CH2:31][S:32]([C:35]([CH3:38])([CH3:37])[CH3:36])(=[O:34])=[O:33])[C:13]1=[O:39])=[O:10])[C:2]1[CH:7]=[CH:6][CH:5]=[CH:4][CH:3]=1.F[C:41](F)(F)[C:42](O)=O.[CH2:47](Cl)Cl>>[C:35]([S:32]([CH2:31][C@@H:18]1[CH2:19][C@H:20]([N:23]([CH:41]([CH3:42])[CH3:47])[CH3:24])[CH2:21][CH2:22][C@@H:17]1[N:14]1[CH2:15][CH2:16][C@H:12]([NH:11][C:9](=[O:10])[O:8][CH2:1][C:2]2[CH:7]=[CH:6][CH:5]=[CH:4][CH:3]=2)[C:13]1=[O:39])(=[O:34])=[O:33])([CH3:36])([CH3:37])[CH3:38]. Procedure details: tert-Butyl (1R,3R,4S)-4-((S)-3-benzyloxycarbonylamino-2-oxopyrrolidin-1-yl)-3-(tert-butylsulfonylmethyl)cyclohexylcarbamate (880 mg) was dissolved in CH2Cl2 (5 mL) at 0° C. prior to the addition of trifluoroacetic acid (10 mL). After 1 h at rt, the reaction was concentrated in vacuo. The resultant residue was dissolved in EtOAc and was washed with sat. Na2CO3 solution. The organic phase was dried (MgSO4), filtered, and concentrated. This residue was dissolved in dichloroethane (6 ml) and acetone... Starting materials: COC(=O)CCC(=O)Cl, CCOC(=O)C1CNc2cccc(OCOC)c2O1, O, c1ccncc1. The product is CCOC(=O)C1CN(C(=O)CCC(=O)OC)c2cccc(OCOC)c2O1. As a reaction SMILES: [C:20](=[O:21])([O:22][CH3:23])[CH2:24][CH2:25][C:26](=[O:27])[Cl:28].[CH3:1][O:2][CH2:3][O:4][c:5]1[cH:6][cH:7][cH:8][c:9]2[c:14]1[O:13][CH:12]([C:15](=[O:16])[O:17][CH2:18][CH3:19])[CH2:11][NH:10]2.[OH2:35].[cH:29]1[cH:30][cH:31][n:32][cH:33][cH:34]1>>[CH3:1][O:2][CH2:3][O:4][c:5]1[cH:6][cH:7][cH:8][c:9]2[c:14]1[O:13][CH:12]([C:15](=[O:16])[O:17][CH2:18][CH3:19])[CH2:11][N:10]2[C:26]([CH2:25][CH2:24][C:20](=[O:21])[O:22][CH3:23])=[O:27]. The reactants are ClC=1C2=C(N=C(N1)C)C(=C(N2COCC[Si](C)(C)C)C)C(=O)OC (methyl 4-chloro-2,6-dimethyl-5-{[2-(trimethylsilyl)ethoxy]methyl}-5H-pyrrolo[3,2-d]pyrimidine-7-carboxylate), C1(CC1)COC1=C(C=C(C(=C1)OC)F)B1OC(C(O1)(C)C)(C)C (2-(2-cyclopropylmethoxy-5-fluoro-4-methoxy-phenyl)-4,4,5,5-tetramethyl-[1,3,2]dioxaborolane). Product: C1(CC1)COC1=C(C=C(C(=C1)OC)F)C=1C2=C(N=C(N1)C)C(=C(N2COCC[Si](C)(C)C)C)C(=O)OC (Methyl 4-[2-(cyclopropylmethoxy)-5-fluoro-4-methoxyphenyl]-2,6-dimethyl-5-{[2-(trimethylsilyl)ethoxy]methyl}-5H-pyrrolo[3,2-d]pyrimidine-7-carboxylate). Reaction SMILES: Cl[C:2]1[C:3]2[N:11]([CH2:12][O:13][CH2:14][CH2:15][Si:16]([CH3:19])([CH3:18])[CH3:17])[C:10]([CH3:20])=[C:9]([C:21]([O:23][CH3:24])=[O:22])[C:4]=2[N:5]=[C:6]([CH3:8])[N:7]=1.[CH:25]1([CH2:28][O:29][C:30]2[CH:35]=[C:34]([O:36][CH3:37])[C:33]([F:38])=[CH:32][C:31]=2B2OC(C)(C)C(C)(C)O2)[CH2:27][CH2:26]1>>[CH:25]1([CH2:28][O:29][C:30]2[CH:35]=[C:34]([O:36][CH3:37])[C:33]([F:38])=[CH:32][C:31]=2[C:2]2[C:3]3[N:11]([CH2:12][O:13][CH2:14][CH2:15][Si:16]([CH3:19])([CH3:18])[CH3:17])[C:10]([CH3:20])=[C:9]([C:21]([O:23][CH3:24])=[O:22])[C:4]=3[N:5]=[C:6]([CH3:8])[N:7]=2)[CH2:26][CH2:27]1. Reported procedure: Starting from methyl 4-chloro-2,6-dimethyl-5-{[2-(trimethylsilyl)ethoxy]methyl}-5H-pyrrolo[3,2-d]pyrimidine-7-carboxylate (example A.11) and 2-(2-cyclopropylmethoxy-5-fluoro-4-methoxy-phenyl)-4,4,5,5-tetramethyl-[1,3,2]dioxaborolane (example B.c15) the title compound is obtained as off white solid. Product: COc1ccc(COc2ccc(CN3CCN(C)CC3)cc2OCc2ccc(OC)cc2)cc1. Reaction SMILES: [C:36](=[O:37])([O-:38])[O-:39].[CH3:1][O:2][c:3]1[cH:4][cH:5][c:6]([CH2:7][O:8][c:9]2[cH:10][c:11]([CH2:12][Cl:13])[cH:14][cH:15][c:16]2[O:17][CH2:18][c:19]2[cH:20][cH:21][c:22]([O:25][CH3:26])[cH:23][cH:24]2)[cH:27][cH:28]1.[CH3:29][N:30]1[CH2:31][CH2:32][NH:33][CH2:34][CH2:35]1.[CH3:42][N:43]([CH3:44])[CH:45]=[O:46].[K+:40].[K+:41]>>[CH3:1][O:2][c:3]1[cH:4][cH:5][c:6]([CH2:7][O:8][c:9]2[cH:10][c:11]([CH2:12][N:33]3[CH2:32][CH2:31][N:30]([CH3:29])[CH2:35][CH2:34]3)[cH:14][cH:15][c:16]2[O:17][CH2:18][c:19]2[cH:20][cH:21][c:22]([O:25][CH3:26])[cH:23][cH:24]2)[cH:27][cH:28]1. Starting materials: O=C([O-])[O-], COc1ccc(COc2ccc(CCl)cc2OCc2ccc(OC)cc2)cc1, CN1CCNCC1, CN(C)C=O, [K+], [K+].